Dataset: the Open Reaction Database (ORD), a public repository of structured organic reaction records. Task: describe an organic reaction: reactants, conditions, products, and yield Starting materials: C(C=C)I (allyl iodide), FC1=CC=C2N=CC(NC2=C1)=O (7-fluoro-2(1H)-quinoxalinone), FC=1C=C2N=CC(NC2=CC1)=O (6-fluoro-2(1H)-quinoxalinone), C([O-])([O-])=O.[K+].[K+] (potassium carbonate). Solvent: CN(C)C=O (DMF). Reaction conditions: time 2 hour. Yields the product FC1=CC=C2N=CC(N(C2=C1)CC=C)=O (7-fluoro-1-(2-propen-1-yl)-2(1H)-quinoxalinone). RXN SMILES: [F:1][C:2]1[CH:11]=[C:10]2[C:5]([N:6]=[CH:7][C:8](=[O:12])[NH:9]2)=[CH:4][CH:3]=1.F[C:14]1[CH:15]=C2C(=C[CH:23]=1)NC(=O)C=N2.C(=O)([O-])[O-].[K+].[K+].C(I)C=C>CN(C=O)C>[F:1][C:2]1[CH:11]=[C:10]2[C:5]([N:6]=[CH:7][C:8](=[O:12])[N:9]2[CH2:15][CH:14]=[CH2:23])=[CH:4][CH:3]=1 |f:2.3.4|. Procedure: A 1:2 mixture of 7-fluoro-2(1H)-quinoxalinone and 6-fluoro-2(1H)-quinoxalinone (20 g, 0.122 mol) in dry DMF (250 ml) and anhydrous potassium carbonate (50.5 g, 0.38 mol) was treated with allyl iodide (12.3 ml, 0.134 mol) and the mixture was stirred at rt for 2 hours. The reaction mixture was evaporated to dryness, water was added and the mixture was extracted (3×) with DCM, washed with water, dried (sodium sulphate) and evaporated. It was chromatographed, twice, on silica gel, eluting with 0-40%... The product is NCC(=O)NCC(=O)NC1=CC=C(CNC2=NC(=NC(=N2)OCC(F)(F)F)NC2=CC=C(C(=O)O)C=C2)C=C1 (4-(4-(4-(2-(2-amino acetamido)acetamido)benzylamino)-6-(2,2,2-trifluoroethoxy)-1,3,5-triazin-2-ylamino)benzoic acid). Procedure details: tert-butyl 4-(4-(4-(2-(2-(tert-butoxycarbonylamino)acetamido)acetamido)benzylamino)-6-(2,2,2-trifluoroethoxy)-1,3,5-triazin-2-ylamino)benzoate and 4 N HCl in Dioxane (2 mL, 8.00 mmol) were stirred for 1 h then concentrated under vacuum to give 4-(4-(4-(2-(2-amino acetamido)acetamido)benzylamino)-6-(2,2,2-trifluoroethoxy)-1,3,5-triazin-2-ylamino)benzoic acid (112 mg) which was carried to the next step without purification. Reactants: C(C)(C)(C)OC(=O)NCC(=O)NCC(=O)NC1=CC=C(CNC2=NC(=NC(=N2)OCC(F)(F)F)NC2=CC=C(C(=O)OC(C)(C)C)C=C2)C=C1 (tert-butyl 4-(4-(4-(2-(2-(tert-butoxycarbonylamino)acetamido)acetamido)benzylamino)-6-(2,2,2-trifluoroethoxy)-1,3,5-triazin-2-ylamino)benzoate), Cl (HCl), O1CCOCC1 (Dioxane). As a reaction SMILES: C(OC([NH:8][CH2:9][C:10]([NH:12][CH2:13][C:14]([NH:16][C:17]1[CH:50]=[CH:49][C:20]([CH2:21][NH:22][C:23]2[N:28]=[C:27]([O:29][CH2:30][C:31]([F:34])([F:33])[F:32])[N:26]=[C:25]([NH:35][C:36]3[CH:48]=[CH:47][C:39]([C:40]([O:42]C(C)(C)C)=[O:41])=[CH:38][CH:37]=3)[N:24]=2)=[CH:19][CH:18]=1)=[O:15])=[O:11])=O)(C)(C)C.Cl.O1CCOCC1>>[NH2:8][CH2:9][C:10]([NH:12][CH2:13][C:14]([NH:16][C:17]1[CH:18]=[CH:19][C:20]([CH2:21][NH:22][C:23]2[N:28]=[C:27]([O:29][CH2:30][C:31]([F:34])([F:32])[F:33])[N:26]=[C:25]([NH:35][C:36]3[CH:37]=[CH:38][C:39]([C:40]([OH:42])=[O:41])=[CH:47][CH:48]=3)[N:24]=2)=[CH:49][CH:50]=1)=[O:15])=[O:11].